From a dataset of the Open Reaction Database (ORD), a public repository of structured organic reaction records. describe an organic reaction: reactants, conditions, products, and yield Reactants: C(C)C1=NNC(C2=CC=CC=C12)=O (4-ethyl-1(2H)-phthalazinone), BrCCOC1=CC=C(C=O)C=C1 (4-[2-bromoethoxy]benzaldehyde), C(=O)([O-])[O-].[K+].[K+] (K2CO3). The product is C(C)C1=NN(C(C2=CC=CC=C12)=O)CCOC1=CC=C(C=O)C=C1 (4-[2-[4-Ethyl-1-oxo-1,2-dihydro-phthalazin-2-yl]ethoxy]benzaldehyde). Isolated yield 53.7%. RXN SMILES: [CH2:1]([C:3]1[C:12]2[C:7](=[CH:8][CH:9]=[CH:10][CH:11]=2)[C:6](=[O:13])[NH:5][N:4]=1)[CH3:2].Br[CH2:15][CH2:16][O:17][C:18]1[CH:25]=[CH:24][C:21]([CH:22]=[O:23])=[CH:20][CH:19]=1.C([O-])([O-])=O.[K+].[K+]>>[CH2:1]([C:3]1[C:12]2[C:7](=[CH:8][CH:9]=[CH:10][CH:11]=2)[C:6](=[O:13])[N:5]([CH2:15][CH2:16][O:17][C:18]2[CH:25]=[CH:24][C:21]([CH:22]=[O:23])=[CH:20][CH:19]=2)[N:4]=1)[CH3:2] |f:2.3.4|. Procedure details: ##STR32## The title compound (450 mg, 54%) was prepared from 4-ethyl-1(2H)-phthalazinone (450 mg, 2.6 mmol) (Ref: Chemistry of Heterocyclic Compounds; Condensed Pyridazines including Cinnolines and Phthalazines, edited by R. N. Castle; John Wiley and Sons, 27, (1973) 375-441), 4-[2-bromoethoxy]benzaldehyde (600 mg, 2.6 mmol) and K2CO3 (720 mg, 5.2 mmol) by a similar procedure to that described in preparation 2. mp: 110° C. Reactants: O=C([O-])[O-], CCC(C)=O, Fc1ccccc1CBr, [K+], [K+], CNC(=O)C(C)Oc1ccc(O)cc1. Yields the product CNC(=O)C(C)Oc1ccc(OCc2ccccc2F)cc1. As a reaction SMILES: [C:24](=[O:25])([O-:26])[O-:27].[CH3:30][C:31](=[O:32])[CH2:33][CH3:34].[F:15][c:16]1[c:17]([CH2:18][Br:19])[cH:20][cH:21][cH:22][cH:23]1.[K+:28].[K+:29].[OH:1][c:2]1[cH:3][cH:4][c:5]([O:6][CH:7]([C:8](=[O:9])[NH:10][CH3:11])[CH3:12])[cH:13][cH:14]1>>[O:1]([c:2]1[cH:3][cH:4][c:5]([O:6][CH:7]([C:8](=[O:9])[NH:10][CH3:11])[CH3:12])[cH:13][cH:14]1)[CH2:18][c:17]1[c:16]([F:15])[cH:23][cH:22][cH:21][cH:20]1. Starting materials: O (H2O), NC1=NC(=C2N=CN(C2=N1)[C@H]1C=C[C@H](C1)CO)NCC1CC1 ((±)-cis-4-(2-Amino-6-(cyclopropylmethylamino)-9H-purin-9-yl)-2-cyclopentene-1-methanol), C(C)(=O)OC(C)=O (acetic anhydride), N,N-dimethylaminopyridine. The solvent is CN(C=O)C (N,N-dimethylformamide). Product: C(C)(=O)OC[C@@H]1C=C[C@@H](C1)N1C2=NC(=NC(=C2N=C1)NCC1CC1)N ((±)-cis-[4-(2-Amino-6-(cyclopropylmethylamino)-9H-purin-9-yl]-2-cyclopentene-1-yl]-methyl acetate). Reaction SMILES: [NH2:1][C:2]1[N:10]=[C:9]2[C:5]([N:6]=[CH:7][N:8]2[C@@H:11]2[CH2:15][C@H:14]([CH2:16][OH:17])[CH:13]=[CH:12]2)=[C:4]([NH:18][CH2:19][CH:20]2[CH2:22][CH2:21]2)[N:3]=1.[C:23](OC(=O)C)(=[O:25])[CH3:24].O>CN(C)C=O>[C:23]([O:17][CH2:16][C@H:14]1[CH2:15][C@@H:11]([N:8]2[CH:7]=[N:6][C:5]3[C:9]2=[N:10][C:2]([NH2:1])=[N:3][C:4]=3[NH:18][CH2:19][CH:20]2[CH2:22][CH2:21]2)[CH:12]=[CH:13]1)(=[O:25])[CH3:24]. Procedure: A solution of (%)-cis-4-(2 amino-6-(cyclopropylmethylamino)-9H-purin-9-yl)-2-cyclopentene-1-methanol from Example 7 (0.30 g, 1 mmol), acetic anhydride (0.204 g, 2 mmol), N,N-dimethylaminopyridine (0.005 g, 0.04 mmol) in N,N-dimethylformamide (10 mL) was stirred at room temperature under nitrogen overnight. H2O (1 mL was added and the solution allowed to stir an additional hour, then concentrated under high vacuum. The residual oil was partitioned between saturated sodium bicarbonate solution (5 ... Starting materials: CC(C)(C)[Si](C)(C)Cl, OC1CCC(O)CC1, ClCCl, O, c1c[nH]cn1. Product: CC(C)(C)[Si](C)(C)OC1CCC(O)CC1. Reaction SMILES: [C:14]([CH3:15])([CH3:16])([CH3:17])[Si:18]([CH3:19])([CH3:20])[Cl:21].[CH:1]1([OH:8])[CH2:2][CH2:3][CH:4]([OH:7])[CH2:5][CH2:6]1.[Cl:23][CH2:24][Cl:25].[OH2:22].[nH:9]1[cH:10][cH:11][n:12][cH:13]1>>[CH:1]1([OH:8])[CH2:2][CH2:3][CH:4]([O:7][Si:18]([C:14]([CH3:15])([CH3:16])[CH3:17])([CH3:19])[CH3:20])[CH2:5][CH2:6]1. Starting materials: CC(=O)[CH-]C(C)=O, C1CCOC1, CN1CCCC1=O, C[Mg+], [Cl-], Clc1cc(Cl)c2cscc2n1, [Fe+3], O. The product is Cc1cc(Cl)nc2cscc12. Reaction SMILES: [CH-:29]([C:30](=[O:31])[CH3:32])[C:33](=[O:34])[CH3:35].[CH2:22]1[O:23][CH2:24][CH2:25][CH2:26]1.[CH3:15][N:16]1[CH2:17][CH2:18][CH2:19][C:20]1=[O:21].[CH3:2][Mg+:3].[Cl-:1].[Cl:4][c:5]1[cH:6][c:7]([Cl:14])[c:8]2[c:9]([n:10]1)[cH:11][s:12][cH:13]2.[Fe+3:28].[OH2:27]>>[Cl:4][c:5]1[cH:6][c:7]([CH3:15])[c:8]2[c:9]([n:10]1)[cH:11][s:12][cH:13]2.